describe an organic reaction: reactants, conditions, products, and yield From a dataset of the Open Reaction Database (ORD), a public repository of structured organic reaction records. Starting materials: CC1(OB(OC1(C)C)C1=C2C=CNC2=CC=C1)C (4-(4,4,5,5-tetramethyl-[1,3,2]dioxaborolan-2-yl)-1H-indole), BrC1=C(C=CC=C1)F (2-bromofluorobenzene), [OH-].[Na+] (sodium hydroxide). Reagents/catalysts: [Pd] (Palladium). Run in C1CCOC1 (THF), C(C)(=O)OCC (ethyl acetate). Conditions: temperature 75 celsius, time 15 hour. The product is FC1=C(C=CC=C1)N1C=CC2=CC=CC=C12 ((2-Fluoro-phenyl)-1H-indole). Isolated yield 63.9%. As a reaction SMILES: CC1(C)C(C)(C)OB([C:9]2[CH:17]=[CH:16][CH:15]=[C:14]3[C:10]=2[CH:11]=[CH:12][NH:13]3)O1.Br[C:20]1[CH:25]=[CH:24][CH:23]=[CH:22][C:21]=1[F:26].[OH-].[Na+]>C1COCC1.[Pd].C(OCC)(=O)C>[F:26][C:21]1[CH:22]=[CH:23][CH:24]=[CH:25][C:20]=1[N:13]1[C:14]2[C:10](=[CH:9][CH:17]=[CH:16][CH:15]=2)[CH:11]=[CH:12]1 |f:2.3|. Reported procedure: To a mixture of 4-(4,4,5,5-tetramethyl-[1,3,2]dioxaborolan-2-yl)-1H-indole (3, 2.431 g, 10.0 mmol), and 2-bromofluorobenzene (1.75 g, 10.1 mmol) in THF (34 mL)) were added Palladium catalyst Pd(PPh3)4 (0.347 g, 0.30 mmol) and the freshly prepared sodium hydroxide solution (1.20 g, 30.0 mmol in 14 mL water). The system was degassed and then charged with nitrogen. The degas procedure was repeated for three times. The mixture was stirred under nitrogen at 75° C. oil bath for 15 hours. TLC showed th... Starting materials: BrC1=NC=C(C=C1)F (2-Bromo-5-fluoropyridine), dichlorobis (triphenylphosphine) palladium(II), C(C)#N (acetonitrile), C([O-])(O)=O.[Na+] (sodium bicarbonate), Cl (HCl). Reagents/catalysts: [Cu]I (copper(I) iodide). Yields the product FC=1C=CC(=NC1)C(C)=O (1-(5-Fluoropyridin-2-yl)ethanone). As a reaction SMILES: Br[C:2]1[CH:7]=[CH:6][C:5]([F:8])=[CH:4][N:3]=1.Cl.[C:10](=[O:13])(O)[O-].[Na+].[C:15](#N)C>[Cu]I>[F:8][C:5]1[CH:6]=[CH:7][C:2]([C:10](=[O:13])[CH3:15])=[N:3][CH:4]=1 |f:2.3|. Procedure details: 2-Bromo-5-fluoropyridine (13.0 g, 73.9 mmol), copper(I) iodide (2.10 g, 11.1 mmol) and dichlorobis (triphenylphosphine) palladium(II) in anhydrous acetonitrile (100 ml) was added tributyl(1-ethoxyvinyl)atannane (27.5 ml, 81.3 mmol). The reaction was heated at reflux. After heating for 70 hours, 1.5 M aqueous HCl (20 ml) was added to quench the reaction and the mixture was heated at reflux for 1 hour. After cooling to room temperature, the reaction mixture was neutralized with saturated sodium bi... The reactants are C[Mg]Cl (methylmagnesium chloride), C1(=CC=CC=C1)C=1C=C2C=CC=[N+](C2=NC1C1=CC=CC=C1)[O-] (6,7-diphenyl-1,8-naphthyridine 1-oxide), C1(=CC=CC=C1)C1=[N+](C2=NC=CC=C2C=C1C1=CC=CC=C1)[O-] (2,3-diphenyl-1,8-naphthyridine 1-oxide), C1(=CC=CC=C1)C1=[N+](C2=NC=CC=C2C=C1C1=CC=CC=C1)[O-] (2,3-diphenyl-1,8-naphthyridine 1-oxide). Run in C1CCOC1 (THF). Reaction conditions: time 45 minute. Product: CC1=CC=C2C=C(C(=NC2=N1)C1=CC=CC=C1)C1=CC=CC=C1 (7-Methyl-2,3-diphenyl-1,8-naphthyridine). RXN SMILES: [C:1]1([C:7]2[CH:8]=[C:9]3[C:14](=[N:15][C:16]=2[C:17]2[CH:22]=[CH:21][CH:20]=[CH:19][CH:18]=2)[N+:13]([O-])=[CH:12][CH:11]=[CH:10]3)[CH:6]=[CH:5][CH:4]=[CH:3][CH:2]=1.[C:24]1(C2C(C3C=CC=CC=3)=CC3C(=NC=CC=3)[N+]=2[O-])C=CC=CC=1.C[Mg]Cl>C1COCC1>[CH3:24][C:12]1[N:13]=[C:14]2[C:9]([CH:8]=[C:7]([C:1]3[CH:6]=[CH:5][CH:4]=[CH:3][CH:2]=3)[C:16]([C:17]3[CH:22]=[CH:21][CH:20]=[CH:19][CH:18]=3)=[N:15]2)=[CH:10][CH:11]=1. Procedure: A cooled (0° C.) mixture of 6,7-diphenyl-1,8-naphthyridine 1-oxide and 2,3-diphenyl-1,8-naphthyridine 1-oxide (Intermediates C) (1 g, 3.35 mmol) in dry THF (10 ml) under an atmosphere of N2 was treated dropwise with methylmagnesium chloride (1.676 ml, 5.03 mmol). The resulting mixture was stirred at room temperature for 45 minutes and then partitioned between EtOAc and water. The aqueous portion was extracted with EtOAc (2×100 ml) and the combined organic extracts were washed with brine, dried o... The reactants are ClC1=NC=C(C(=N1)Cl)F (2,4-dichloro-5-fluoropyrimidine), NC=1C=C(C=CC1)O (3-aminophenol), Cl (HCl). Solvent: O (water), CO (MeOH), O (H2O). Product: OC=1C=C(C=CC1)NC1=NC=C(C(=N1)NC1=CC(=CC=C1)O)F (N2,N4-bis(3-hydroxyphenyl)-5-fluoro-2,4-pyrimidinediamine). RXN SMILES: Cl[C:2]1[N:7]=[C:6](Cl)[C:5]([F:9])=[CH:4][N:3]=1.[NH2:10][C:11]1[CH:12]=[C:13]([OH:17])[CH:14]=[CH:15][CH:16]=1.Cl>CO.O>[OH:17][C:13]1[CH:12]=[C:11]([NH:10][C:2]2[N:7]=[C:6]([NH:10][C:11]3[CH:16]=[CH:15][CH:14]=[C:13]([OH:17])[CH:12]=3)[C:5]([F:9])=[CH:4][N:3]=2)[CH:16]=[CH:15][CH:14]=1. Procedure: A mixture of 2,4-dichloro-5-fluoropyrimidine (0.0167 g, 0.1 mmol) and 3-aminophenol (0.033 g, 0.3 mmol) in MeOH: H2O (1.8:0.2 mL; v/v) was shaken in a sealed tube at 100° C. for 24 h (or 80° C. for 3 days), cooled to room temperature, diluted with water (15 mL), acidified with 2N HCl (pH>2). Upon saturation with sodium chloride it was extracted with ethyl acetate (3×20 mL), dried over anhydrous sodium sulfate and solvent was removed. The resulting residue was filtered through a pad of silica gel... Starting materials: C(#N)C1=CC=C(C2=C1N=NS2)N (4-Cyano-7-amino-benzothiadiazole), N(=C=O)C1=CC=C(C=2CCCCC12)C#N (4-Isocyanato-5,6,7,8-tetrahydronaphthalene-1-carbonitrile), O[C@@H]1CCN2C(N(C([C@@H]21)=O)C2=CC=C(C=1CCCCC21)C#N)=O ((7R,7aS)-4-(7-Hydroxy-1,3-dioxotetrahydropyrrolo[1,2-c]imidazol-2-yl)-5,6,7,8-tetrahydronaphthalene-1-carbonitrile). The product is O[C@@H]1CCN2C(N(C([C@H]21)=O)C2=CC=C(C1=NSN=C12)C#N)=O ((7R,7aR)-7-(7-Hydroxy-1,3-dioxotetrahydropyrrolo[1,2-c]imidazol-2-yl)benzo[1,2,5]thiadiazole-4-carbonitrile). As a reaction SMILES: C(C1C2N=[N:10][S:11]C=2C(N)=CC=1)#N.[N:13](C1C2CCCCC=2C(C#N)=CC=1)=C=O.[OH:28][C@H:29]1[C@@H:36]2[N:32]([C:33](=[O:50])[N:34]([C:38]3[C:47]4CCCC[C:42]=4[C:41]([C:48]#[N:49])=[CH:40][CH:39]=3)[C:35]2=[O:37])[CH2:31][CH2:30]1>>[OH:28][C@H:29]1[C@H:36]2[N:32]([C:33](=[O:50])[N:34]([C:38]3[C:47]4[C:42](=[N:13][S:11][N:10]=4)[C:41]([C:48]#[N:49])=[CH:40][CH:39]=3)[C:35]2=[O:37])[CH2:31][CH2:30]1. Procedure: The title compound (12.2 mg) was prepared from compound 50A by procedures analogous to those described in Experiment 2E and 2F. HPLC: 99% at 1.57 min (retention time) (Conditions: Phenom. Luna. (4.6×50 mm); Eluted with 0% to 100% B, 4 min gradient, 1 min hold. (A=90% H2O-10% MeOH-0.1% TFA and B=10% H2O-90% MeOH-0.1% TFA); Flow rate at 4.0 ml/min UV detection at 220 nm). Chiral HPLC: retention time=22.68 min (98%); Conditions: OD (4.6×250 mm); Eluted with 25% isopropanol in hexane for 30 min at 1... Starting materials: [BH4-].[Na+] (sodium borohydride), [N+](=O)([O-])C=1C=C(C=C(C1)C(F)(F)F)C(C)=O (1-(3-nitro-5-(trifluoromethyl)phenyl)ethanone), Cl (hydrochloric acid). Solvent: CO (methanol). Run at time 15 minute. The product is [N+](=O)([O-])C=1C=C(C=C(C1)C(F)(F)F)C(C)O (1-(3-nitro-5-(trifluoromethyl)phenyl)ethanol). The yield is 90.6%. As a reaction SMILES: [BH4-].[Na+].[N+:3]([C:6]1[CH:7]=[C:8]([C:16](=[O:18])[CH3:17])[CH:9]=[C:10]([C:12]([F:15])([F:14])[F:13])[CH:11]=1)([O-:5])=[O:4].Cl>CO>[N+:3]([C:6]1[CH:7]=[C:8]([CH:16]([OH:18])[CH3:17])[CH:9]=[C:10]([C:12]([F:13])([F:14])[F:15])[CH:11]=1)([O-:5])=[O:4] |f:0.1|. Procedure: Add sodium borohydride (95 mg, 2.44 mmol) to a solution of 1-(3-nitro-5-(trifluoromethyl)phenyl)ethanone (570 mg, 2.44 mmol) in methanol (5 mL), stir the mixture for 15 min at ambient temperature. Quench the reaction with water, adjust pH=7 with 1N hydrochloric acid, extract with ethyl acetate (50 mL×3), combine the organic layers, wash with brine, dry over sodium sulfate. Concentrate under reduced pressure to provide the crude product. Purify by flash chromatography (silica gel, EtOAc:PE=1:10) ... The reactants are [Br-], O=C([O-])[O-], O=C([O-])O, CN(C)C=O, O=C1Cc2c(Cl)ncnc2N1, CC(C)(C)OC(=O)c1cnc(CCl)c(CCl)c1, [Cs+], [Cs+], [Na+], [Na+]. The product is CC(C)(C)OC(=O)c1cnc2c(c1)CC1(C2)C(=O)Nc2ncnc(Cl)c21. RXN SMILES: [Br-:36].[C:29](=[O:30])([O-:31])[O-:32].[C:37](=[O:38])([OH:39])[O-:40].[CH3:42][N:43]([CH3:44])[CH:45]=[O:46].[Cl:18][c:19]1[c:20]2[c:21]([n:22][cH:23][n:24]1)[NH:25][C:26](=[O:28])[CH2:27]2.[Cl:1][CH2:2][c:3]1[cH:4][c:5]([C:11](=[O:12])[O:13][C:14]([CH3:15])([CH3:16])[CH3:17])[cH:6][n:7][c:8]1[CH2:9][Cl:10].[Cs+:33].[Cs+:34].[Na+:35].[Na+:41]>>[CH2:2]1[c:3]2[cH:4][c:5]([C:11](=[O:12])[O:13][C:14]([CH3:15])([CH3:16])[CH3:17])[cH:6][n:7][c:8]2[CH2:9][C:27]12[c:20]1[c:19]([Cl:18])[n:24][cH:23][n:22][c:21]1[NH:25][C:26]2=[O:28]. Reactants: CC(=O)O[BH-](OC(C)=O)OC(C)=O, CCS(=O)(=O)N1CCC(c2c[nH]c3c(C(N)=O)cc(-c4csc(C=O)c4)cc23)CC1, CNCc1c(C)n[nH]c1C, CC(=O)O, CS(C)=O, [Na+]. Product: CCS(=O)(=O)N1CCC(c2c[nH]c3c(C(N)=O)cc(-c4csc(CN(C)Cc5c(C)n[nH]c5C)c4)cc23)CC1. RXN SMILES: [C:45]([O:46][BH-:47]([O:48][C:49](=[O:50])[CH3:51])[O:52][C:53](=[O:54])[CH3:55])(=[O:56])[CH3:57].[CH2:1]([CH3:2])[S:3](=[O:4])(=[O:5])[N:6]1[CH2:7][CH2:8][CH:9]([c:12]2[cH:13][nH:14][c:15]3[c:16]([C:28](=[O:29])[NH2:30])[cH:17][c:18](-[c:21]4[cH:22][s:23][c:24]([CH:26]=[O:27])[cH:25]4)[cH:19][c:20]23)[CH2:10][CH2:11]1.[CH3:31][c:32]1[n:33][nH:34][c:35]([CH3:40])[c:36]1[CH2:37][NH:38][CH3:39].[CH3:41][C:42](=[O:43])[OH:44].[CH3:59][S:60](=[O:61])[CH3:62].[Na+:58]>>[CH2:1]([CH3:2])[S:3](=[O:4])(=[O:5])[N:6]1[CH2:7][CH2:8][CH:9]([c:12]2[cH:13][nH:14][c:15]3[c:16]([C:28](=[O:29])[NH2:30])[cH:17][c:18](-[c:21]4[cH:22][s:23][c:24]([CH2:26][N:38]([CH2:37][c:36]5[c:32]([CH3:31])[n:33][nH:34][c:35]5[CH3:40])[CH3:39])[cH:25]4)[cH:19][c:20]23)[CH2:10][CH2:11]1. Reaction SMILES: [CH2:1]([C:9]1[CH:21]=[CH:20][C:19]2[C:18]3[C:13](=[CH:14][C:15]([C:22]4[S:23][C:24]([CH2:27][CH2:28][CH2:29][CH2:30][CH2:31][CH3:32])=[N:25][N:26]=4)=[CH:16][CH:17]=3)[CH2:12][C:11]=2[CH:10]=1)[CH2:2][CH2:3][CH2:4][CH2:5][CH2:6][CH2:7][CH3:8].[OH-:33].C[N+](C)(C)CC1C=CC=CC=1>N1C=CC=CC=1>[CH2:1]([C:9]1[C:10](=[O:33])[C:11]2[C:19](=[CH:20][CH:21]=1)[C:18]1[C:13](=[CH:14][C:15]([C:22]3[S:23][C:24]([CH2:27][CH2:28][CH2:29][CH2:30][CH2:31][CH3:32])=[N:25][N:26]=3)=[CH:16][CH:17]=1)[CH:12]=2)[CH2:2][CH2:3][CH2:4][CH2:5][CH2:6][CH2:7][CH3:8] |f:1.2|. Isolated yield 53.3%. Procedure: To a solution of 0.20 g (0.45 mM) of 2-octyl-7-(5-hexyl-1,3,4-thiadiazole-2-yl)fluorene in 20 ml of pyridine, 0.27 ml of 40%-trimethylbenzylammonium hydroxide aqueous solutions as added at 3.5°-4.5° C. under stirring on ice water bath, followed by stirring for 0.5 hour at 3.5°-4.5° C. After the reaction, the reaction mixture was poured into ice water to precipitate a crystal. The crystal was recovered by filtration, washed with water and dissolved in toluene, followed by drying with anhydrous so... Yields the product C(CCCCCCC)C=1C(C2=CC3=CC(=CC=C3C2=CC1)C=1SC(=NN1)CCCCCC)=O (2-octyl-7-(5-hexyl-1,3,4-thiadiazole-2-yl)fluorenone). The solvent is N1=CC=CC=C1 (pyridine). The reactants are C(CCCCCCC)C1=CC=2CC3=CC(=CC=C3C2C=C1)C=1SC(=NN1)CCCCCC (2-octyl-7-(5-hexyl-1,3,4-thiadiazole-2-yl)fluorene), [OH-].C[N+](CC1=CC=CC=C1)(C)C (trimethylbenzylammonium hydroxide), ice water. Starting materials: CC1(N(C(N(CC1)C1=CC=C(C=C1)SC(F)(F)F)=O)CC1=CNC2=NC=CC=C21)C (4,4-dimethyl-3-(1H-pyrrolo[2,3-b]pyridin-3-ylmethyl)-1-{4-[(trifluoromethyl)sulfanyl]phenyl}tetrahydropyrimidin-2(1H)-one), CC1(NC(N(C1)C1=CC=C(C=C1)OC(F)(F)F)=O)C (4,4-dimethyl-1-[4-(trifluoromethoxy)phenyl]imidazolidin-2-one), ClCC=1C=C(C=CC1)C=1SC=CN1 (2-[3-(chloromethyl)phenyl]-1,3-thiazole). Yields the product CC1(N(C(N(C1)C1=CC=C(C=C1)OC(F)(F)F)=O)CC1=CC(=CC=C1)C=1SC=CN1)C (4,4-dimethyl-3-[3-(1,3-thiazol-2-yl)benzyl]-1-[4-(trifluoromethoxy)phenyl]imidazolidin-2-one). As a reaction SMILES: CC1(C)CCN(C2C=CC(SC(F)(F)F)=CC=2)C(=O)N1CC1C2C(=NC=CC=2)NC=1.[CH3:31][C:32]1([CH3:49])[CH2:36][N:35]([C:37]2[CH:42]=[CH:41][C:40]([O:43][C:44]([F:47])([F:46])[F:45])=[CH:39][CH:38]=2)[C:34](=[O:48])[NH:33]1.Cl[CH2:51][C:52]1[CH:53]=[C:54]([C:58]2[S:59][CH:60]=[CH:61][N:62]=2)[CH:55]=[CH:56][CH:57]=1>>[CH3:31][C:32]1([CH3:49])[CH2:36][N:35]([C:37]2[CH:38]=[CH:39][C:40]([O:43][C:44]([F:47])([F:45])[F:46])=[CH:41][CH:42]=2)[C:34](=[O:48])[N:33]1[CH2:51][C:52]1[CH:57]=[CH:56][CH:55]=[C:54]([C:58]2[S:59][CH:60]=[CH:61][N:62]=2)[CH:53]=1. Procedure details: 4,4-dimethyl-3-[3-(1,3-thiazol-2-yl)benzyl]-1-[4-(trifluoromethoxy)phenyl]imidazolidin-2-one was prepared similar to procedure for compound 5, using the following reagents: 4,4-dimethyl-1-[4-(trifluoromethoxy)phenyl]imidazolidin-2-one and 2-[3-(chloromethyl)phenyl]-1,3-thiazole. 1H NMR (400 MHz, CDCl3): δ 7.94 (s, 1 H); 7.87-7.78 (m, 2 H); 7.58 (d, J=8.6 Hz, 2 H); 7.45 (d, J=7.7 Hz, 1 H); 7.38 (t, J=7.6 Hz, 1H); 7.32 (d, J=3.2 Hz, 1 H); 4.50 (s, 2 H); 3.56 (s, 2 H); 1.28 (s, 6 H). LCMS [M+H]+=44...